Task: describe an organic reaction: reactants, conditions, products, and yield. Dataset: the Open Reaction Database (ORD), a public repository of structured organic reaction records Starting materials: Intermediate 3, BrC=1C(=NNC1)C1=CC=C(C=C1)[N+](=O)[O-] (4-bromo-3-(4-nitrophenyl)-1H-pyrazole), COC1=CC=C(CCl)C=C1 (p-methoxybenzylchloride). Product: BrC=1C(=NN(C1)CC1=CC=C(C=C1)OC)C1=CC=C(C=C1)[N+](=O)[O-] (4-bromo-1-{[4-(methyloxy)phenyl]methyl}-3-(4-nitrophenyl)-1H-pyrazole). As a reaction SMILES: [Br:1][C:2]1[C:3]([C:7]2[CH:12]=[CH:11][C:10]([N+:13]([O-:15])=[O:14])=[CH:9][CH:8]=2)=[N:4][NH:5][CH:6]=1.[CH3:16][O:17][C:18]1[CH:25]=[CH:24][C:21]([CH2:22]Cl)=[CH:20][CH:19]=1>>[Br:1][C:2]1[C:3]([C:7]2[CH:8]=[CH:9][C:10]([N+:13]([O-:15])=[O:14])=[CH:11][CH:12]=2)=[N:4][N:5]([CH2:22][C:21]2[CH:24]=[CH:25][C:18]([O:17][CH3:16])=[CH:19][CH:20]=2)[CH:6]=1. Procedure details: Following the procedure described for Intermediate 3 with 4-bromo-3-(4-nitrophenyl)-1H-pyrazole and p-methoxybenzylchloride provided the title product. ESMS [M+H]+: 388.2